Dataset: the Open Reaction Database (ORD), a public repository of structured organic reaction records. Task: describe an organic reaction: reactants, conditions, products, and yield Reactants: [Mg] (magnesium), BrCC (bromoethane), O1CCCC1 (tetrahydrofuran), C1CCOC1 (THF), aqueous solution, [Cl-].[NH4+] (ammonium chloride), BrC1=C(C=CC=C1)COC1=C(C=CC(=C1)C)C (1-bromo-2-(2,5-dimethylphenoxymethyl) benzene), C1CCOC1 (THF). Reaction conditions: temperature 52.5 celsius. Product: CC1=C(OCC2=C(C(O)C3=NC=CC=C3)C=CC=C2)C=C(C=C1)C (2-[2-(2,5-dimethylphenoxymethyl)-α-hydroxybenzyl]pyridine). Yield: 75.8%. RXN SMILES: Br[C:2]1[CH:7]=[CH:6][CH:5]=[CH:4][C:3]=1[CH2:8][O:9][C:10]1[CH:15]=[C:14]([CH3:16])[CH:13]=[CH:12][C:11]=1[CH3:17].[Mg].Br[CH2:20][CH3:21].[Cl-].[NH4+:23].[CH2:24]1[CH2:28][O:27][CH2:26][CH2:25]1>>[CH3:17][C:11]1[CH:12]=[CH:13][C:14]([CH3:16])=[CH:15][C:10]=1[O:9][CH2:8][C:3]1[CH:4]=[CH:5][CH:6]=[CH:7][C:2]=1[CH:26]([C:25]1[CH:24]=[CH:28][CH:21]=[CH:20][N:23]=1)[OH:27] |f:3.4|. Procedure: A mixture of 2.91 g (0.01 mol) of 1-bromo-2-(2,5-dimethylphenoxymethyl) benzene and 8 ml of THF was added to a suspension of 0.36 g (0.015 mol) of magnesium, 0.1 ml of bromoethane, and 2 ml of tetrahydrofuran at 45 to 55° C. over 5 minutes under a nitrogen gas atmosphere and stirred at 50 to 55° C. for an hour to prepare a Grignard's reagent. The Grignard's reagent was added to a mixture of 1.18 g (0.011 mol) of 2-pyridinecarboxyaldehyde and 10 ml of THF below 5° C. over 15 minutes and stirred a... The reactants are C(C)O (ethanol), CC=1C(=NN(N1)C1=CC=CC=C1)C(=O)O (5-methyl-2-phenyl-2H-1,2,3-triazole-4-carboxylic acid), [OH-].[Na+] (NaOH), [O-][Mn](=O)(=O)=O.[K+] (KMnO4). Run in O (water). Run at temperature 23 celsius. The product is C1(=CC=CC=C1)N1N=C(C(=N1)C(=O)O)C(=O)O (2-phenyl-2H-1,2,3-triazole-4,5-dicarboxylic acid). Isolated yield 95.0%. RXN SMILES: CC1[C:3]([C:13]([OH:15])=[O:14])=[N:4][N:5]([C:7]2[CH:12]=[CH:11][CH:10]=[CH:9][CH:8]=2)[N:6]=1.[OH-:16].[Na+].[O-][Mn](=O)(=O)=O.[K+].[CH2:24]([OH:26])[CH3:25]>O>[C:7]1([N:5]2[N:6]=[C:25]([C:24]([OH:16])=[O:26])[C:3]([C:13]([OH:15])=[O:14])=[N:4]2)[CH:12]=[CH:11][CH:10]=[CH:9][CH:8]=1 |f:1.2,3.4|. Procedure: A solution of 5-methyl-2-phenyl-2H-1,2,3-triazole-4-carboxylic acid (10.2 g, 50 mmol) and NaOH (17.6 g, 440 mmol) in water (375 mL) at 23° C. was treated with KMnO4 (30.8 g, 195 mmol). The resulting solution was heated at reflux for 17 h, cooled to 23° C. and treated with ethanol (50 mL). The resulting mixture was filtered to remove MnO2. The filtrate was acidified with HCl (conc.) to pH 1. The resulting white solid was collected by filtration. The filtrate was concentrated to half volume and mo... Reactants: CC(=O)O[BH-](OC(C)=O)OC(C)=O, CC(=O)O, CC=O, ClCCl, C1=CNc2ccccc2C=C1, [Na+]. Yields the product CCN1C=CC=Cc2ccccc21. As a reaction SMILES: [C:15]([O:16][BH-:17]([O:18][C:19](=[O:20])[CH3:21])[O:22][C:23](=[O:24])[CH3:25])(=[O:26])[CH3:27].[CH3:29][C:30](=[O:31])[OH:32].[CH:12]([CH3:13])=[O:14].[Cl:33][CH2:34][Cl:35].[NH:1]1[CH:2]=[CH:3][CH:4]=[CH:5][c:6]2[c:7]1[cH:8][cH:9][cH:10][cH:11]2.[Na+:28]>>[N:1]1([CH2:12][CH3:13])[CH:2]=[CH:3][CH:4]=[CH:5][c:6]2[c:7]1[cH:8][cH:9][cH:10][cH:11]2. The reactants are CN(C)C=O, COc1cc2c(c3c1OC(C)(C)C3)C(c1cccc(N3C(=O)CNC3=O)c1)=NC(C)(C)C2, [H-], CI, [Na+], O. Yields the product COc1cc2c(c3c1OC(C)(C)C3)C(c1cccc(N3C(=O)CN(C)C3=O)c1)=NC(C)(C)C2. As a reaction SMILES: [CH3:38][N:39]([CH3:40])[CH:41]=[O:42].[CH3:3][O:4][c:5]1[cH:6][c:7]2[c:12]([c:13]3[c:14]1[O:15][C:16]([CH3:18])([CH3:19])[CH2:17]3)[C:11]([c:20]1[cH:21][c:22]([N:26]3[C:27](=[O:32])[NH:28][CH2:29][C:30]3=[O:31])[cH:23][cH:24][cH:25]1)=[N:10][C:9]([CH3:33])([CH3:34])[CH2:8]2.[H-:1].[I:35][CH3:36].[Na+:2].[OH2:37]>>[CH3:3][O:4][c:5]1[cH:6][c:7]2[c:12]([c:13]3[c:14]1[O:15][C:16]([CH3:18])([CH3:19])[CH2:17]3)[C:11]([c:20]1[cH:21][c:22]([N:26]3[C:27](=[O:32])[N:28]([CH3:36])[CH2:29][C:30]3=[O:31])[cH:23][cH:24][cH:25]1)=[N:10][C:9]([CH3:33])([CH3:34])[CH2:8]2. The reactants are CCc1c(C(=O)C(N)=O)c2c(OCC(=O)OC)nc(SC)nc2n1Cc1ccccc1, CCO, [Na+], [OH-]. The product is CCc1c(C(=O)C(N)=O)c2c(OCC(=O)O)nc(SC)nc2n1Cc1ccccc1. As a reaction SMILES: [CH3:1][O:2][C:3]([CH2:4][O:5][c:6]1[c:7]2[c:8]([n:9][c:10]([S:12][CH3:13])[n:11]1)[n:14]([CH2:24][c:25]1[cH:26][cH:27][cH:28][cH:29][cH:30]1)[c:15]([CH2:22][CH3:23])[c:16]2[C:17]([C:18](=[O:19])[NH2:20])=[O:21])=[O:31].[CH3:34][CH2:35][OH:36].[Na+:33].[OH-:32]>>[O:2]=[C:3]([CH2:4][O:5][c:6]1[c:7]2[c:8]([n:9][c:10]([S:12][CH3:13])[n:11]1)[n:14]([CH2:24][c:25]1[cH:26][cH:27][cH:28][cH:29][cH:30]1)[c:15]([CH2:22][CH3:23])[c:16]2[C:17]([C:18](=[O:19])[NH2:20])=[O:21])[OH:31]. Reactants: C(C=C)N=C=O (Allyl isocyanate), C(C1=CN=CC=C1)(=O)NN (nicotinic hydrazide). Run in CO (methanol). Reaction conditions: time 2.75 hour. Yields the product C(C=C)NC(NNC(C1=CN=CC=C1)=O)=O (4-allyl-1-nicotinoylsemicarbazide). Yield: 92.4%. Reaction SMILES: [CH2:1]([N:4]=[C:5]=[O:6])[CH:2]=[CH2:3].[C:7]([NH:15][NH2:16])(=[O:14])[C:8]1[CH:13]=[CH:12][CH:11]=[N:10][CH:9]=1>CO>[CH2:1]([NH:4][C:5](=[O:6])[NH:16][NH:15][C:7](=[O:14])[C:8]1[CH:13]=[CH:12][CH:11]=[N:10][CH:9]=1)[CH:2]=[CH2:3]. Reported procedure: Allyl isocyanate (16.8 g) was added dropwise at ambient temperature to a stirred suspension of nicotinic hydrazide (25 g) in methanol (500 ml), then the mixture was stirred at ambient temperature for 2.75 hours, concentrated in vacuo to 250 ml, then diluted with ether (750 ml). The resulting solid was collected by filtration and dried in vacuo to give 4-allyl-1-nicotinoylsemicarbazide as a colourless solid (37.1 g), m.p. 165-167° C. Reactants: [I-].[Na+] (sodium iodide), BrCC(=O)OCC1=CC=C(C=C1)[N+](=O)[O-] (4-nitrobenzyl bromoacetate), C(C)N(C(C)C)C(C)C (N-ethyldiisopropylamine), C(C)(C)(C)OC(\C(=N/O)\C=1N=C(SC1)N)=O (2-(2-amino-4-thiazolyl)-2-(Z)-hydroxyimino-acetic acid t-butyl ester). Solvent: C(C)#N (acetonitrile). Reaction conditions: time 3.5 hour. The product is C(C)(C)(C)OC(C(=NOCC(=O)OCC1=CC=C(C=C1)[N+](=O)[O-])C=1N=C(SC1)N)=O (2-(2-amino-4-thiazolyl)-2-[[(p-nitrobenzyloxycarbonyl)methoxy]imino]-acetic acid t-butyl ester). The yield is 75.2%. Reaction SMILES: [C:1]([O:5][C:6](=[O:16])/[C:7](/[C:10]1[N:11]=[C:12]([NH2:15])[S:13][CH:14]=1)=[N:8]\[OH:9])([CH3:4])([CH3:3])[CH3:2].Br[CH2:18][C:19]([O:21][CH2:22][C:23]1[CH:28]=[CH:27][C:26]([N+:29]([O-:31])=[O:30])=[CH:25][CH:24]=1)=[O:20].C(N(C(C)C)C(C)C)C.[I-].[Na+]>C(#N)C>[C:1]([O:5][C:6](=[O:16])[C:7]([C:10]1[N:11]=[C:12]([NH2:15])[S:13][CH:14]=1)=[N:8][O:9][CH2:18][C:19]([O:21][CH2:22][C:23]1[CH:28]=[CH:27][C:26]([N+:29]([O-:31])=[O:30])=[CH:25][CH:24]=1)=[O:20])([CH3:4])([CH3:2])[CH3:3] |f:3.4|. Reported procedure: 6.1 g (25 mmol) of 2-(2-amino-4-thiazolyl)-2-(Z)-hydroxyimino-acetic acid t-butyl ester are dispersed in 250 ml of dry acetonitrile. There are now added thereto at room temperature while stirring 13.7 g (50 mmol) of 4-nitrobenzyl bromoacetate and 12.9 ml (75 mmol) of N-ethyldiisopropylamine. 5 minutes later 7.5 g (50 mmol) of sodium iodide are added thereto. The mixture is stirred at room temperature for 3.5 hours in an argon atmosphere. The solvent is subsequently removed by evaporation and the... Starting materials: CC1(OB(OC1(C)C)C1=C(N)C=CC=C1)C (2-(4,4,5,5-tetramethyl-1,3,2-dioxaborolan-2-yl)aniline), CC1(OB(OC1(C)C)C1=C(N)C=CC=C1)C (2-(4,4,5,5-tetramethyl-1,3,2-dioxaborolan-2-yl)aniline), C(C)S(=O)(=O)Cl (ethanesulfonyl chloride). Product: CC1(OB(OC1(C)C)C1=C(C=CC=C1)NS(=O)(=O)CC)C (N-(2-(4,4,5,5-Tetramethyl-1,3,2-dioxaborolan-2-yl)phenyl)ethanesulfonamide). RXN SMILES: [CH3:1][C:2]1([CH3:16])[C:6]([CH3:8])([CH3:7])[O:5][B:4]([C:9]2[CH:15]=[CH:14][CH:13]=[CH:12][C:10]=2[NH2:11])[O:3]1.[CH2:17]([S:19](Cl)(=[O:21])=[O:20])[CH3:18]>>[CH3:8][C:6]1([CH3:7])[C:2]([CH3:16])([CH3:1])[O:3][B:4]([C:9]2[CH:15]=[CH:14][CH:13]=[CH:12][C:10]=2[NH:11][S:19]([CH2:17][CH3:18])(=[O:21])=[O:20])[O:5]1. Reported procedure: The title compound was prepared using methods analogous to those described in Step A of Example 490 using 2-(4,4,5,5-tetramethyl-1,3,2-dioxaborolan-2-yl)aniline for 2-(4,4,5,5-tetramethyl-1,3,2-dioxaborolan-2-yl)aniline and ethanesulfonyl chloride. 1H NMR (400 MHz, CDCl3) δ 8.52 (s, 1H), 7.82-7.74 (m, 1H), 7.64 (d, J=8.3, 1H), 7.49-7.41 (m, 1H), 7.14-7.06 (m, 1H), 3.12 (q, J=7.4, 2H), 1.37 (s, 12H), 1.32 (t, J=7.4, 3H). The reactants are O=C1CCOCC1, O=C(Cl)CC1CCOCC1. Product: O=C1CCOCC1C(=O)CC1CCOCC1. As a reaction SMILES: [O:11]1[CH2:12][CH2:13][C:14](=[O:17])[CH2:15][CH2:16]1.[O:1]1[CH2:2][CH2:3][CH:4]([CH2:7][C:8](=[O:9])[Cl:10])[CH2:5][CH2:6]1>>[O:1]1[CH2:2][CH2:3][CH:4]([CH2:7][C:8](=[O:9])[CH:13]2[CH2:12][O:11][CH2:16][CH2:15][C:14]2=[O:17])[CH2:5][CH2:6]1. Reactants: CI, O=C1Nc2ccc([N+](=O)[O-])cc2C(c2ccccc2)=NC1F, [H-], [Na+], C1CCOC1, O. Yields the product CN1C(=O)C(F)N=C(c2ccccc2)c2cc([N+](=O)[O-])ccc21. RXN SMILES: [CH3:25][I:26].[F:3][CH:4]1[C:5](=[O:24])[NH:6][c:7]2[c:8]([cH:17][c:18]([N+:21](=[O:22])[O-:23])[cH:19][cH:20]2)[C:9]([c:11]2[cH:12][cH:13][cH:14][cH:15][cH:16]2)=[N:10]1.[H-:1].[Na+:2].[O:28]1[CH2:29][CH2:30][CH2:31][CH2:32]1.[OH2:27]>>[F:3][CH:4]1[C:5](=[O:24])[N:6]([CH3:25])[c:7]2[c:8]([cH:17][c:18]([N+:21](=[O:22])[O-:23])[cH:19][cH:20]2)[C:9]([c:11]2[cH:12][cH:13][cH:14][cH:15][cH:16]2)=[N:10]1.